From a dataset of the Open Reaction Database (ORD), a public repository of structured organic reaction records. describe an organic reaction: reactants, conditions, products, and yield Product: O=C(O)Cc1ccccc1Nc1c(F)c(F)c(-c2ccccc2)c(F)c1F. Starting materials: CN(C)C(=O)Cc1ccccc1Nc1c(F)c(F)c(-c2ccccc2)c(F)c1F, CCO, [Na+], [OH-], O. Reaction SMILES: [CH3:1][N:2]([C:3]([CH2:4][c:5]1[c:6]([NH:11][c:12]2[c:13]([F:27])[c:14]([F:26])[c:15](-[c:20]3[cH:21][cH:22][cH:23][cH:24][cH:25]3)[c:16]([F:19])[c:17]2[F:18])[cH:7][cH:8][cH:9][cH:10]1)=[O:28])[CH3:29].[CH3:32][CH2:33][OH:34].[Na+:31].[OH-:30].[OH2:35]>>[C:3]([CH2:4][c:5]1[c:6]([NH:11][c:12]2[c:13]([F:27])[c:14]([F:26])[c:15](-[c:20]3[cH:21][cH:22][cH:23][cH:24][cH:25]3)[c:16]([F:19])[c:17]2[F:18])[cH:7][cH:8][cH:9][cH:10]1)(=[O:28])[OH:30]. Starting materials: O=C([O-])[O-], CC#CCn1c(N2CCCC(NC(=O)OC(C)(C)C)C2)nc2nc(Cl)[nH]c(=O)c21, CI, CS(C)=O, [K+], [K+], O. Yields the product CC#CCn1c(N2CCCC(NC(=O)OC(C)(C)C)C2)nc2nc(Cl)n(C)c(=O)c21. As a reaction SMILES: [C:32](=[O:33])([O-:34])[O-:35].[CH2:1]([C:2]#[C:3][CH3:4])[n:5]1[c:6]([N:16]2[CH2:17][CH:18]([NH:22][C:23]([O:24][C:25]([CH3:26])([CH3:27])[CH3:28])=[O:29])[CH2:19][CH2:20][CH2:21]2)[n:7][c:8]2[n:9][c:10]([Cl:15])[nH:11][c:12](=[O:14])[c:13]12.[CH3:30][I:31].[CH3:39][S:40](=[O:41])[CH3:42].[K+:36].[K+:37].[OH2:38]>>[CH2:1]([C:2]#[C:3][CH3:4])[n:5]1[c:6]([N:16]2[CH2:17][CH:18]([NH:22][C:23]([O:24][C:25]([CH3:26])([CH3:27])[CH3:28])=[O:29])[CH2:19][CH2:20][CH2:21]2)[n:7][c:8]2[n:9][c:10]([Cl:15])[n:11]([CH3:32])[c:12](=[O:14])[c:13]12. The reactants are CC(=O)O, O=[N+]([O-])c1c(NCc2ccccc2)cc(C(F)(F)F)nc1Cl, O. Product: Nc1c(NCc2ccccc2)cc(C(F)(F)F)nc1Cl. RXN SMILES: [C:23]([OH:24])(=[O:25])[CH3:26].[CH2:1]([c:2]1[cH:3][cH:4][cH:5][cH:6][cH:7]1)[NH:8][c:9]1[c:10]([N+:20]([O-:21])=[O:22])[c:11]([Cl:19])[n:12][c:13]([C:15]([F:16])([F:17])[F:18])[cH:14]1.[OH2:27]>>[CH2:1]([c:2]1[cH:3][cH:4][cH:5][cH:6][cH:7]1)[NH:8][c:9]1[c:10]([NH2:20])[c:11]([Cl:19])[n:12][c:13]([C:15]([F:16])([F:17])[F:18])[cH:14]1. Starting materials: O=C([O-])[O-], COCCOCCOC, O=C(O)Cc1ccccc1Cl, Cl, [Cu]Br, [K+], [K+], O, O, Oc1ccc(Cl)cc1. The product is O=C(O)Cc1ccccc1Oc1ccc(Cl)cc1. Reaction SMILES: [C:1](=[O:2])([O-:3])[O-:4].[CH3:31][O:32][CH2:33][CH2:34][O:35][CH2:36][CH2:37][O:38][CH3:39].[Cl:15][c:16]1[c:17]([CH2:22][C:23](=[O:24])[OH:25])[cH:18][cH:19][cH:20][cH:21]1.[ClH:27].[Cu:28][Br:29].[K+:5].[K+:6].[OH2:26].[OH2:30].[OH:7][c:8]1[cH:9][cH:10][c:11]([Cl:12])[cH:13][cH:14]1>>[O:7]([c:8]1[cH:9][cH:10][c:11]([Cl:12])[cH:13][cH:14]1)[c:16]1[c:17]([CH2:22][C:23](=[O:24])[OH:25])[cH:18][cH:19][cH:20][cH:21]1.